describe an organic reaction: reactants, conditions, products, and yield From a dataset of the Open Reaction Database (ORD), a public repository of structured organic reaction records. The reactants are O=C(O)CCOCCc1cccc(Br)c1, O=C([O-])O, C1CCOC1, COC(CNC1CCCCC1)OC, CC#N, [Na+]. The product is COC(CN(C(=O)CCOCCc1cccc(Br)c1)C1CCCCC1)OC. Reaction SMILES: [Br:1][c:2]1[cH:3][c:4]([CH2:5][CH2:6][O:7][CH2:8][CH2:9][C:10](=[O:11])[OH:12])[cH:13][cH:14][cH:15]1.[C:29](=[O:30])([O-:31])[OH:32].[CH2:37]1[O:38][CH2:39][CH2:40][CH2:41]1.[CH3:16][O:17][CH:18]([CH2:19][NH:20][CH:21]1[CH2:22][CH2:23][CH2:24][CH2:25][CH2:26]1)[O:27][CH3:28].[CH3:34][C:35]#[N:36].[Na+:33]>>[Br:1][c:2]1[cH:3][c:4]([CH2:5][CH2:6][O:7][CH2:8][CH2:9][C:10](=[O:12])[N:20]([CH2:19][CH:18]([O:17][CH3:16])[O:27][CH3:28])[CH:21]2[CH2:22][CH2:23][CH2:24][CH2:25][CH2:26]2)[cH:13][cH:14][cH:15]1. The reactants are solution, FC1=C(C=CC=C1F)OCC (2,3-difluorophenetole), CC1(NC(CCC1)(C)C)C (2,2,6,6-tetramethylpiperidine), solution, C(CCCCC)[Li] (hexyllithium), C(C1=CC=CC=C1)=O (benzaldehyde), solution. The solvent is C1CCOC1 (THF), CCCCCC (hexane). Yields the product FC1=C(C(C2=CC=CC=C2)O)C=CC(=C1F)OCC (2,3-difluoro-4-ethoxy-α-phenylbenzyl alcohol). Reaction SMILES: [F:1][C:2]1[C:7]([F:8])=[CH:6][CH:5]=[CH:4][C:3]=1[O:9][CH2:10][CH3:11].CC1(C)CCCC(C)(C)N1.C([Li])CCCCC.[CH:29](=[O:36])[C:30]1[CH:35]=[CH:34][CH:33]=[CH:32][CH:31]=1>CCCCCC.C1COCC1>[F:8][C:7]1[C:2]([F:1])=[C:3]([O:9][CH2:10][CH3:11])[CH:4]=[CH:5][C:6]=1[CH:29]([OH:36])[C:30]1[CH:35]=[CH:34][CH:33]=[CH:32][CH:31]=1. Procedure details: 1.1 kg/h of a 1 M solution of 2,3-difluorophenetole containing 10 mol % of 2,2,6,6-tetramethylpiperidine were introduced into a continuous-flow reactor and mixed with 0.4 kg/h of a 2.5 M solution of hexyllithium in hexane at −35° C. After the mixture had passed through the reaction zone, 0.28 kg/h of a 4.7 M solution of benzaldehyde in THF was mixed in. After the reaction had finished, the product was collected and worked up in the customary manner, giving 2,3-difluoro-4-ethoxy-α-phenylbenzyl al... The reactants are CCN=C=NCCCN(C)C, CCN(C(C)C)C(C)C, Cl, Fc1cc(OC2CNC2)cc(C(F)(F)F)c1, Nc1cccnc1, CN(C)C=O, On1nnc2ccccc21, O=C(O)CNC(=O)c1cn(-c2cccnc2)nn1. Yields the product O=C(NCC(=O)N1CC(Oc2cc(F)cc(C(F)(F)F)c2)C1)c1cn(-c2cccnc2)nn1. As a reaction SMILES: [CH3:20][CH2:21][N:22]=[C:23]=[N:24][CH2:25][CH2:26][CH2:27][N:28]([CH3:29])[CH3:30].[CH:1]([N:2]([CH2:3][CH3:4])[CH:5]([CH3:6])[CH3:7])([CH3:8])[CH3:9].[ClH:56].[F:57][c:58]1[cH:59][c:60]([O:61][CH:62]2[CH2:63][NH:64][CH2:65]2)[cH:66][c:67]([C:69]([F:70])([F:71])[F:72])[cH:68]1.[NH2:49][c:50]1[cH:51][n:52][cH:53][cH:54][cH:55]1.[O:73]=[CH:74][N:75]([CH3:76])[CH3:77].[OH:10][n:11]1[c:12]2[c:13]([cH:14][cH:15][cH:16][cH:17]2)[n:18][n:19]1.[n:31]1[cH:32][c:33](-[n:37]2[n:38][n:39][c:40]([C:42](=[O:43])[NH:44][CH2:45][C:46](=[O:47])[OH:48])[cH:41]2)[cH:34][cH:35][cH:36]1>>[n:31]1[cH:32][c:33](-[n:37]2[n:38][n:39][c:40]([C:42](=[O:43])[NH:44][CH2:45][C:46](=[O:48])[N:64]3[CH2:63][CH:62]([O:61][c:60]4[cH:59][c:58]([F:57])[cH:68][c:67]([C:69]([F:70])([F:71])[F:72])[cH:66]4)[CH2:65]3)[cH:41]2)[cH:34][cH:35][cH:36]1. Reactants: C1C(CCC2=CC=CC=C12)=O (2-Tetralone), C1(=CC=C(C=C1)S(=O)(=O)O)C (p-toluenesulfonic acid), N1CCCC1 (pyrrolidine). The solvent is C1(=CC=CC=C1)C (toluene). Product: C1CC(NC=2CCC3=C(C12)C=CC=C3)=O (1,4,5,6-Tetrahydro-2H-benzo[f]quinolin-3-one). Reaction SMILES: [CH2:1]1[C:10]2[C:5](=[CH:6][CH:7]=[CH:8][CH:9]=2)[CH2:4][CH2:3][C:2]1=O.C1(C)C=CC(S(O)(=O)=[O:19])=CC=1.[NH:23]1C[CH2:26][CH2:25][CH2:24]1>C1(C)C=CC=CC=1>[CH2:26]1[C:1]2[C:10]3[CH:9]=[CH:8][CH:7]=[CH:6][C:5]=3[CH2:4][CH2:3][C:2]=2[NH:23][C:24](=[O:19])[CH2:25]1. Procedure: 2-Tetralone (25 g, 171 mmol) was added to a solution of p-toluenesulfonic acid (3.2 g, 16.8 mmol) and pyrrolidine (15 g, 211 mmol) in toluene (250 ml) and the solution was heated under reflux with a Dean-Stark apparatus. When no more water was distilled off, the solvent was removed to afford the enamine as an yellow oil. Acrylamide (46 g, 647 mmol) was added in one portion to the stirred oil, and the resulting mixture was heated at 100° C. for 2 hours. Water (100 ml) was added to the reaction mi... Starting materials: C(O)(O)=O.NC(=N)N (guanidine carbonate), C(C1=CC=CC=C1)C(C(=O)OCC)CS(=O)(=O)Cl (ethyl 2-benzyl-3-chlorosulphonyl-propionate). Run in CN(C=O)C (dimethylformamide), C(Cl)Cl (methylene chloride). Run at time 8 hour. Yields the product NC(=N)N.S(=O)(=O)=CC(C(=O)OCC)CC1=CC=CC=C1 (ethyl (RS)-α-(sulphonylmethyl)hydrocinnamate guanidine salt). Isolated yield 64.8%. Reaction SMILES: C(=O)(O)O.[NH2:5][C:6]([NH2:8])=[NH:7].[CH2:9]([CH:16]([CH2:22][S:23](Cl)(=[O:25])=[O:24])[C:17]([O:19][CH2:20][CH3:21])=[O:18])[C:10]1[CH:15]=[CH:14][CH:13]=[CH:12][CH:11]=1>C(Cl)Cl.CN(C)C=O>[NH2:7][C:6]([NH2:8])=[NH:5].[S:23](=[CH:22][CH:16]([CH2:9][C:10]1[CH:11]=[CH:12][CH:13]=[CH:14][CH:15]=1)[C:17]([O:19][CH2:20][CH3:21])=[O:18])(=[O:25])=[O:24] |f:0.1,5.6|. Procedure: 5.06 g (28 mmol) of guanidine carbonate are added at -10° to a solution of 4.73 g (16.2 mmol) of crude ethyl 2-benzyl-3-chlorosulphonyl-propionate, prepared according to the procedure described in EPA 0236734, in 150 ml of methylene chloride and 40 ml of dimethylformamide. The reaction mixture is stirred at room temperature overnight and thereafter evaporated. The residue is partitioned between methylene chloride and water, the aqueous phase is separated, evaporated under reduced pressure and th...